From a dataset of the Open Reaction Database (ORD), a public repository of structured organic reaction records. describe an organic reaction: reactants, conditions, products, and yield Reactants: CCN(CC)CCCBr, Br, O=C1c2ccccc2C(=O)N1c1n[nH]c2cccc(Cl)c12, CN(C)C=O, [K], O. The product is CCN(CC)CCCn1nc(N2C(=O)c3ccccc3C2=O)c2c(Cl)cccc21. Reaction SMILES: [Br:28][CH2:29][CH2:30][CH2:31][N:32]([CH2:33][CH3:34])[CH2:35][CH3:36].[BrH:27].[C:6]1(=[O:26])[c:7]2[c:8]([cH:22][cH:23][cH:24][cH:25]2)[C:9](=[O:21])[N:10]1[c:11]1[n:12][nH:13][c:14]2[cH:15][cH:16][cH:17][c:18]([Cl:20])[c:19]12.[CH3:1][N:2]([CH3:3])[CH:4]=[O:5].[K:37].[OH2:38]>>[C:6]1(=[O:26])[c:7]2[c:8]([cH:22][cH:23][cH:24][cH:25]2)[C:9](=[O:21])[N:10]1[c:11]1[n:12][n:13]([CH2:29][CH2:30][CH2:31][N:32]([CH2:33][CH3:34])[CH2:35][CH3:36])[c:14]2[cH:15][cH:16][cH:17][c:18]([Cl:20])[c:19]12. The reactants are CC=1NCC(CN1)O (2-Methyl-5-hydroxy-1,4,5,6-tetrahydropyrimidine), C(C)(=O)O (acetic acid), S(=O)(Cl)Cl (thionyl chloride). Yields the product CC=1NCC(CN1)OC(C)=O (2-methyl-5 acetoxy-1,4,5,6-tetrahydropyrimidine). RXN SMILES: [CH3:1][C:2]1[NH:3][CH2:4][CH:5]([OH:8])[CH2:6][N:7]=1.S(Cl)(Cl)=O.[C:13](O)(=[O:15])[CH3:14]>>[CH3:1][C:2]1[NH:7][CH2:6][CH:5]([O:8][C:13](=[O:15])[CH3:14])[CH2:4][N:3]=1. Procedure details: 2-Methyl-5-hydroxy-1,4,5,6-tetrahydropyrimidine (JOC 1966, 31, 3838; 1.5 g, 13.3 mmol) was dissolved in glacial acetic acid (100 ml) with stirring, and thionyl chloride (1 ml, 13.1 mmol ) was added dropwise. The resulting solution was refluxed 19 hours, then evaporated to dryness in vacuo. The residue was taken up in water (5 ml), the pH adjusted to 9 (sat. Na2CO3), extracted with chloroform and the organics discarded. The aqueous layer was then adjusted to pH 12 (sat. NaOH) and extracted with c... Starting materials: [Al+3], [Cl-], [Cl-], [Cl-], Cc1ccc(N(C(=O)CCl)c2c(F)cc(F)cc2Cl)cc1, Clc1ccccc1Cl, Cl, O. Product: Cc1ccc2c(c1)CC(=O)N2c1c(F)cc(F)cc1Cl. Reaction SMILES: [Al+3:23].[Cl-:22].[Cl-:24].[Cl-:25].[Cl:1][c:2]1[c:3]([N:10]([c:11]2[cH:12][cH:13][c:14]([CH3:17])[cH:15][cH:16]2)[C:18]([CH2:19][Cl:20])=[O:21])[c:4]([F:9])[cH:5][c:6]([F:8])[cH:7]1.[Cl:26][c:27]1[c:28]([Cl:29])[cH:30][cH:31][cH:32][cH:33]1.[ClH:34].[OH2:35]>>[Cl:1][c:2]1[c:3]([N:10]2[c:11]3[cH:12][cH:13][c:14]([CH3:17])[cH:15][c:16]3[CH2:19][C:18]2=[O:21])[c:4]([F:9])[cH:5][c:6]([F:8])[cH:7]1. The reactants are ClC1=C(C=CC(=C1)Cl)N=C=O (2,4-dichlorophenyl isocyanate), FC1=CC=C(C(C(=O)O)=C1)N (5-fluoroanthranilic acid), S(O)(O)(=O)=O (sulphuric acid). Solvent: C(C)(=O)OCC (ethyl acetate). Conditions: temperature 65 celsius, time 2 hour. Product: ClC1=C(C=CC(=C1)Cl)N1C(NC2=CC=C(C=C2C1=O)F)=O (3-(2,4-dichlorophenyl)-6-fluoroquinazoline-2,4-dione). Isolated yield 90.8%. Reaction SMILES: [F:1][C:2]1[CH:10]=[C:6]([C:7]([OH:9])=O)[C:5]([NH2:11])=[CH:4][CH:3]=1.[Cl:12][C:13]1[CH:18]=[C:17]([Cl:19])[CH:16]=[CH:15][C:14]=1[N:20]=[C:21]=[O:22].S(=O)(=O)(O)O>C(OCC)(=O)C>[Cl:12][C:13]1[CH:18]=[C:17]([Cl:19])[CH:16]=[CH:15][C:14]=1[N:20]1[C:7](=[O:9])[C:6]2[C:5](=[CH:4][CH:3]=[C:2]([F:1])[CH:10]=2)[NH:11][C:21]1=[O:22]. Procedure: In a four-necked flask equipped with stirrer, reflux cooler, thermometer and dropping funnel, 31 g of 5-fluoroanthranilic acid were dissolved in 280 ml of ethyl acetate at 50° C. To this were added dropwise in the course of 20 minutes 37.6 g of molten 2,4-dichlorophenyl isocyanate from a heatable dropping funnel. The internal temperature increased to 65° C., at which the reaction mixture thickened, but still remained stirrable. It was further stirred for 2 hours under reflux, then cooled to 70° ... Starting materials: C1CCOC1, CCC(O)COC, Cc1ccccc1, CCOC(=O)N=NC(=O)OCC, COC(=O)c1cc(O)cc(OCc2ccccc2)c1, c1ccc(P(c2ccccc2)c2ccccc2)cc1. The product is CCC(COC)Oc1cc(OCc2ccccc2)cc(C(=O)OC)c1. Reaction SMILES: [CH2:65]1[O:66][CH2:67][CH2:68][CH2:69]1.[CH3:20][O:21][CH2:22][CH:23]([CH2:24][CH3:25])[OH:26].[CH3:58][c:59]1[cH:60][cH:61][cH:62][cH:63][cH:64]1.[O:46]=[C:47]([O:48][CH2:49][CH3:50])[N:51]=[N:52][C:53]([O:54][CH2:55][CH3:56])=[O:57].[OH:1][c:2]1[cH:3][c:4]([C:5](=[O:6])[O:7][CH3:8])[cH:9][c:10]([O:12][CH2:13][c:14]2[cH:15][cH:16][cH:17][cH:18][cH:19]2)[cH:11]1.[c:27]1([P:28]([c:29]2[cH:30][cH:31][cH:32][cH:33][cH:34]2)[c:35]2[cH:36][cH:37][cH:38][cH:39][cH:40]2)[cH:41][cH:42][cH:43][cH:44][cH:45]1>>[O:1]([c:2]1[cH:3][c:4]([C:5](=[O:6])[O:7][CH3:8])[cH:9][c:10]([O:12][CH2:13][c:14]2[cH:15][cH:16][cH:17][cH:18][cH:19]2)[cH:11]1)[CH:23]([CH2:22][O:21][CH3:20])[CH2:24][CH3:25]. The reactants are O1CCOCC1 (Dioxane), BrC1=CC=C(C=C1)C1=NC=CC=N1 (2-(4-bromophenyl)pyrimidine), CN(C1CCCCC1)C1CCCCC1 (N-Methyldicyclohexylamine), C(\C=C\C)(=O)OCC (ethyl crotonate). The reagents and catalysts are F[B-](F)(F)F.C(C)(C)(C)[PH+](C(C)(C)C)C(C)(C)C (tri-t-butylphosphonium tetrafluoroborate), C=1C=CC(=CC1)/C=C/C(=O)/C=C/C2=CC=CC=C2.C=1C=CC(=CC1)/C=C/C(=O)/C=C/C2=CC=CC=C2.C=1C=CC(=CC1)/C=C/C(=O)/C=C/C2=CC=CC=C2.[Pd].[Pd] (tris(dibenzylideneacetone)dipalladium(0)). The solvent is C(C)(=O)OCC (ethyl acetate). Conditions: time 18 hour. The product is C(C)OC(\C=C(/C)\C1=CC=C(C=C1)C1=NC=CC=N1)=O ((2E)-3-[4-(2-Pyrimidinyl)phenyl]-2-butenoic Acid Ethyl Ester). Yield: 70.0%. Reaction SMILES: O1CCOCC1.Br[C:8]1[CH:13]=[CH:12][C:11]([C:14]2[N:19]=[CH:18][CH:17]=[CH:16][N:15]=2)=[CH:10][CH:9]=1.CN(C1CCCCC1)C1CCCCC1.[C:34]([O:39][CH2:40][CH3:41])(=[O:38])/[CH:35]=[CH:36]/[CH3:37]>C(OCC)(=O)C.C1C=CC(/C=C/C(/C=C/C2C=CC=CC=2)=O)=CC=1.C1C=CC(/C=C/C(/C=C/C2C=CC=CC=2)=O)=CC=1.C1C=CC(/C=C/C(/C=C/C2C=CC=CC=2)=O)=CC=1.[Pd].[Pd].F[B-](F)(F)F.C([PH+](C(C)(C)C)C(C)(C)C)(C)(C)C>[CH2:40]([O:39][C:34](=[O:38])/[CH:35]=[C:36](/[C:8]1[CH:13]=[CH:12][C:11]([C:14]2[N:19]=[CH:18][CH:17]=[CH:16][N:15]=2)=[CH:10][CH:9]=1)\[CH3:37])[CH3:41] |f:5.6.7.8.9,10.11|. Reported procedure: Dioxane (2 mL) was added to a mixture of 2-(4-bromophenyl)pyrimidine (0.59 g, 2.51 mmol, prepared as described in U.S. Pat. No. 5,780,473), tri-t-butylphosphonium tetrafluoroborate (36 mg, 0.12 mmol), and tris(dibenzylideneacetone)dipalladium(0) (57 mg, 0.062 mmol). N-Methyldicyclohexylamine (0.64 mL, 2.99 mmol) and ethyl crotonate (0.62 mL, 4.99 mmol) were added and the mixture was stirred for 18 h at room temperature. The mixture was diluted with ethyl acetate, filtered through a small plug of... The product is COC(=O)C1CC(C(=O)O)CN(C(=O)OC(C)(C)C)C1. Starting materials: CC(C)(C)OC(=O)N1CC(C(=O)O)CC(C(=O)O)C1, CC(=O)OC(C)=O. As a reaction SMILES: [C:1]([CH3:2])([CH3:3])([CH3:4])[O:5][C:6](=[O:7])[N:8]1[CH2:9][CH:10]([C:17](=[O:18])[OH:19])[CH2:11][CH:12]([C:14](=[O:15])[OH:16])[CH2:13]1.[CH3:20][C:21]([O:22][C:23](=[O:24])[CH3:25])=[O:26]>>[C:1]([CH3:2])([CH3:3])([CH3:4])[O:5][C:6](=[O:7])[N:8]1[CH2:9][CH:10]([C:17](=[O:18])[O:19][CH3:20])[CH2:11][CH:12]([C:14](=[O:15])[OH:16])[CH2:13]1. The reactants are [N-]=[N+]=NCC1CN(c2ccc(C3CN(C(=O)OCc4ccccc4)C3)c(F)c2)C(=O)O1, C1CCOC1, O, c1ccc(P(c2ccccc2)c2ccccc2)cc1. Yields the product NCC1CN(c2ccc(C3CN(C(=O)OCc4ccccc4)C3)c(F)c2)C(=O)O1. Reaction SMILES: [C:1](=[O:2])([O:3][CH2:4][c:5]1[cH:6][cH:7][cH:8][cH:9][cH:10]1)[N:11]1[CH2:12][CH:13]([c:15]2[c:16]([F:31])[cH:17][c:18]([N:21]3[C:22](=[O:30])[O:23][CH:24]([CH2:26][N:27]=[N+:28]=[N-:29])[CH2:25]3)[cH:19][cH:20]2)[CH2:14]1.[CH2:52]1[O:53][CH2:54][CH2:55][CH2:56]1.[OH2:51].[c:32]1([P:33]([c:34]2[cH:35][cH:36][cH:37][cH:38][cH:39]2)[c:40]2[cH:41][cH:42][cH:43][cH:44][cH:45]2)[cH:46][cH:47][cH:48][cH:49][cH:50]1>>[C:1](=[O:2])([O:3][CH2:4][c:5]1[cH:6][cH:7][cH:8][cH:9][cH:10]1)[N:11]1[CH2:12][CH:13]([c:15]2[c:16]([F:31])[cH:17][c:18]([N:21]3[C:22](=[O:30])[O:23][CH:24]([CH2:26][NH2:27])[CH2:25]3)[cH:19][cH:20]2)[CH2:14]1.